Dataset: the Open Reaction Database (ORD), a public repository of structured organic reaction records. Task: describe an organic reaction: reactants, conditions, products, and yield Starting materials: CC(C)(C)OC(=O)Nc1cccc(CBr)c1, CN(C)C=O, CCOC(C)=O, [H-], O=[N+]([O-])c1cc[nH]n1, [Na+]. RXN SMILES: [C:11]([CH3:12])([CH3:13])([CH3:14])[O:15][C:16]([NH:17][c:18]1[cH:19][c:20]([CH2:24][Br:25])[cH:21][cH:22][cH:23]1)=[O:26].[CH3:27][N:28]([CH3:29])[CH:30]=[O:31].[CH3:32][CH2:33][O:34][C:35](=[O:36])[CH3:37].[H-:9].[N+:1](=[O:2])([O-:3])[c:4]1[n:5][nH:6][cH:7][cH:8]1.[Na+:10]>>[N+:1](=[O:2])([O-:3])[c:4]1[n:5][n:6]([CH2:24][c:20]2[cH:19][c:18]([NH:17][C:16]([O:15][C:11]([CH3:12])([CH3:13])[CH3:14])=[O:26])[cH:23][cH:22][cH:21]2)[cH:7][cH:8]1. Product: CC(C)(C)OC(=O)Nc1cccc(Cn2ccc([N+](=O)[O-])n2)c1. Reactants: C(C)OC(NC1=C(C=2CCCC(C2C=C1)NC1=CC=C(C=C1)C(F)(F)F)[N+](=O)[O-])=O ([1-nitro-5-(4-trifluoromethyl-phenylamino)-5,6,7,8-tetrahydro-naphthalen-2-yl]-carbamic acid ethyl ester), C(C)OC(NC1=CC=2CCCC(C2C=C1[N+](=O)[O-])NC1=CC=C(C=C1)C(F)(F)F)=O ([3-Nitro-5-(4-trifluoromethyl-phenylamino)-5,6,7,8-tetrahydro-naphthalen-2-yl]-carbamic acid ethyl ester). Reagents/catalysts: [Ni] (Ni). Run in CO (methanol). Reaction conditions: time 4 hour. Product: C(C)OC(NC1=C(C=2CCCC(C2C=C1)NC1=CC=C(C=C1)C(F)(F)F)N)=O ([1-Amino-5-(4-trifluoromethyl-phenylamino)-5,6,7,8-tetrahydro-naphthalen-2-yl]-carbamic acid ethyl ester). RXN SMILES: [CH2:1]([O:3][C:4](=[O:30])[NH:5][C:6]1[CH:15]=[CH:14][C:13]2[CH:12]([NH:16][C:17]3[CH:22]=[CH:21][C:20]([C:23]([F:26])([F:25])[F:24])=[CH:19][CH:18]=3)[CH2:11][CH2:10][CH2:9][C:8]=2[C:7]=1[N+:27]([O-])=O)[CH3:2].C(OC(=O)NC1C([N+]([O-])=O)=CC2C(NC3C=CC(C(F)(F)F)=CC=3)CCCC=2C=1)C>CO.[Ni]>[CH2:1]([O:3][C:4](=[O:30])[NH:5][C:6]1[CH:15]=[CH:14][C:13]2[CH:12]([NH:16][C:17]3[CH:22]=[CH:21][C:20]([C:23]([F:24])([F:25])[F:26])=[CH:19][CH:18]=3)[CH2:11][CH2:10][CH2:9][C:8]=2[C:7]=1[NH2:27])[CH3:2]. Procedure details: To a solution of a mixture of [1-nitro-5-(4-trifluoromethyl-phenylamino)-5,6,7,8-tetrahydro-naphthalen-2-yl]-carbamic acid ethyl ester and [3-Nitro-5-(4-trifluoromethyl-phenylamino)-5,6,7,8-tetrahydro-naphthalen-2-yl]-carbamic acid ethyl ester (500 mg) in 20 ml of methanol was added a catalytic amount of Raney Ni. The resulting mixture was hydrogenated under regular pressure at room temperature for 4 hours. The reaction mixture was filtered through celite and washed with methanol. The filtrate w... Reactants: Nc1nc2cccc(Br)n2n1, [K+], [OH-], O, c1cn[nH]c1. The product is Nc1nc2cccc(-n3cccn3)n2n1. As a reaction SMILES: [Br:1][c:2]1[cH:3][cH:4][cH:5][c:6]2[n:7]1[n:8][c:9]([NH2:11])[n:10]2.[K+:18].[OH-:17].[OH2:19].[nH:12]1[n:13][cH:14][cH:15][cH:16]1>>[c:2]1(-[n:12]2[n:13][cH:14][cH:15][cH:16]2)[cH:3][cH:4][cH:5][c:6]2[n:7]1[n:8][c:9]([NH2:11])[n:10]2. The reactants are CC(C)(C)OC(=O)N1CCN(c2ccc(C(F)(F)F)cc2C#N)CC1, CCO, [H][H], N. Product: CC(C)(C)OC(=O)N1CCN(c2ccc(C(F)(F)F)cc2CN)CC1. As a reaction SMILES: [C:1]([CH3:2])([CH3:3])([CH3:4])[O:5][C:6](=[O:7])[N:8]1[CH2:9][CH2:10][N:11]([c:14]2[c:15]([C:24]#[N:25])[cH:16][c:17]([C:20]([F:21])([F:22])[F:23])[cH:18][cH:19]2)[CH2:12][CH2:13]1.[CH3:29][CH2:30][OH:31].[H:26][H:27].[NH3:28]>>[C:1]([CH3:2])([CH3:3])([CH3:4])[O:5][C:6](=[O:7])[N:8]1[CH2:9][CH2:10][N:11]([c:14]2[c:15]([CH2:24][NH2:25])[cH:16][c:17]([C:20]([F:21])([F:22])[F:23])[cH:18][cH:19]2)[CH2:12][CH2:13]1. Starting materials: NC1=C(C(=NN1C1=C(C=C(C=C1Cl)C(F)(F)F)Cl)C(N)=NO)S(=O)C(F)(F)F (5-Amino-1-(2,6-dichloro-4-trifluoromethylphenyl)-4-trifluoromethylsulfinyl-3-pyrazolecarboxamide oxime), C(C)(=O)OCC (ethyl acetate), C(Cl)(Cl)Cl (chloroform), O.C1(=CC=C(C=C1)S(=O)(=O)O)C (p-toluenesulfonic acid monohydrate). The solvent is C(OC)(OC)OC (trimethyl orthoformate). The product is ClC1=C(C(=CC(=C1)C(F)(F)F)Cl)N1N=C(C(=C1N=COC)S(=O)C(F)(F)F)C1=NOC=N1 (1-(2,6-dichloro-4-trifluoromethylphenyl)-5-methoxymethylideneamino-3-(1,2,4-oxadiazol-3-yl)-4-trifluoromethylsulfinylpyrazole). The yield is 51.0%. Reaction SMILES: [NH2:1][C:2]1[N:6]([C:7]2[C:12]([Cl:13])=[CH:11][C:10]([C:14]([F:17])([F:16])[F:15])=[CH:9][C:8]=2[Cl:18])[N:5]=[C:4]([C:19](=[N:21][OH:22])[NH2:20])[C:3]=1[S:23]([C:25]([F:28])([F:27])[F:26])=[O:24].O.C1(C)C=CC(S(O)(=O)=O)=CC=1.[C:41]([O:44][CH2:45]C)(=O)C.[CH:47](Cl)(Cl)Cl>C(OC)(OC)OC>[Cl:13][C:12]1[CH:11]=[C:10]([C:14]([F:17])([F:16])[F:15])[CH:9]=[C:8]([Cl:18])[C:7]=1[N:6]1[C:2]([N:1]=[CH:41][O:44][CH3:45])=[C:3]([S:23]([C:25]([F:27])([F:28])[F:26])=[O:24])[C:4]([C:19]2[N:20]=[CH:47][O:22][N:21]=2)=[N:5]1 |f:1.2|. Procedure details: 5-Amino-1-(2,6-dichloro-4-trifluoromethylphenyl)-4-trifluoromethylsulfinyl-3-pyrazolecarboxamide oxime (1.81 g, 3.85 mmol) was dissolved in 25 ml of trimethyl orthoformate and p-toluenesulfonic acid monohydrate (0.08 g) was added, and then the mixture was heated under reflux for 6 hours. After heating, trimethyl orthoformate was distilled off and 80 ml of ethyl acetate was added to the residue. The ethyl acetate layer was washed three times with 50 ml of an aqueous saturated sodium hydrogencarbo... The reactants are COC1=CC=C2CCCC(C2=C1)=O (7-methoxy-1-tetralone), C(C)OC(N(C)C)OCC (N,N-dimethylformamide diethyl acetal). The product is CN(C)C=C1C(C2=CC(=CC=C2CC1)OC)=O (3,4-dihydro-2-(dimethylaminomethylene)-7-methoxy-1(2H)-naphthalenone), desired product. Reaction SMILES: [CH3:1][O:2][C:3]1[CH:12]=[C:11]2[C:6]([CH2:7][CH2:8][CH2:9][C:10]2=[O:13])=[CH:5][CH:4]=1.C(O[CH:17](OCC)[N:18]([CH3:20])[CH3:19])C>>[CH3:17][N:18]([CH:20]=[C:9]1[CH2:8][CH2:7][C:6]2[C:11](=[CH:12][C:3]([O:2][CH3:1])=[CH:4][CH:5]=2)[C:10]1=[O:13])[CH3:19]. Reported procedure: The 3,4-dihydro-2-(dimethylaminomethylene)-7-methoxy-1(2H)-naphthalenone starting material was prepared from 7-methoxy-1-tetralone (5.0 g, 28.4 mmol) and N,N-dimethylformamide diethyl acetal (10 ml, 58.3 mmol) ito give the desired product as a yellow solid (1.28 g). m.p. 95.1°. MS (ES+) 232 (MH+, 100%). Starting materials: ClC1=NC2=CC=CC=C2C(=C1)Cl (2,4-Dichloroquinoline), C[O-].[Na+] (sodium methoxide). The solvent is C1(=CC=CC=C1)C (toluene), C1(=CC=CC=C1)C (toluene). The product is ClC1=CC=NC2=CC=C(C=C12)OC (4-Chloro-6-methoxyquinoline). Yield: 85.7%. Reaction SMILES: Cl[C:2]1[CH:11]=[C:10]([Cl:12])[C:9]2[C:4](=[CH:5][CH:6]=[CH:7][CH:8]=2)[N:3]=1.[CH3:13][O-:14].[Na+]>C1(C)C=CC=CC=1>[Cl:12][C:10]1[C:9]2[C:4](=[CH:5][CH:6]=[C:7]([O:14][CH3:13])[CH:8]=2)[N:3]=[CH:2][CH:11]=1 |f:1.2|. Procedure: 2,4-Dichloroquinoline (2.5 g, 12.6 mmol) was dissolved in anhydrous toluene (20 ml), a suspension of sodium methoxide (2.5 g, 46.3 mmol) in anhydrous toluene (20 ml) was added and the mixture was heated under reflux for 16 hours. After cooling to room temperature the suspension was filtered, the filter cake washed once with toluene (50 ml), the combined filtrates were evaporated under reduced pressure to dryness to yield 2.1 g (10.8 mmol, 86%) of a red solid. MS (ES) m/z=193.1 [M+H]+.